From a dataset of the Open Reaction Database (ORD), a public repository of structured organic reaction records. describe an organic reaction: reactants, conditions, products, and yield Starting materials: O=[N+]([O-])c1ccc(Br)cn1, CC(=O)N1CCNCC1, O=C([O-])[O-], Cc1ccccc1, [Cs+], [Cs+], O=C(C=Cc1ccccc1)C=Cc1ccccc1, O=C(C=Cc1ccccc1)C=Cc1ccccc1, O=C(C=Cc1ccccc1)C=Cc1ccccc1, [Pd], [Pd], c1ccc(P(c2ccccc2)c2ccc3ccccc3c2-c2c(P(c3ccccc3)c3ccccc3)ccc3ccccc23)cc1. The product is CC(=O)N1CCN(c2ccc([N+](=O)[O-])nc2)CC1. RXN SMILES: [Br:1][c:2]1[cH:3][cH:4][c:5]([N+:8](=[O:9])[O-:10])[n:6][cH:7]1.[C:11]([CH3:12])(=[O:13])[N:14]1[CH2:15][CH2:16][NH:17][CH2:18][CH2:19]1.[C:20](=[O:21])([O-:22])[O-:23].[CH3:72][c:73]1[cH:74][cH:75][cH:76][cH:77][cH:78]1.[Cs+:24].[Cs+:25].[O:117]=[C:118]([CH:119]=[CH:120][c:121]1[cH:122][cH:123][cH:124][cH:125][cH:126]1)[CH:127]=[CH:128][c:129]1[cH:130][cH:131][cH:132][cH:133][cH:134]1.[O:81]=[C:82]([CH:83]=[CH:84][c:85]1[cH:86][cH:87][cH:88][cH:89][cH:90]1)[CH:91]=[CH:92][c:93]1[cH:94][cH:95][cH:96][cH:97][cH:98]1.[O:99]=[C:100]([CH:101]=[CH:102][c:103]1[cH:104][cH:105][cH:106][cH:107][cH:108]1)[CH:109]=[CH:110][c:111]1[cH:112][cH:113][cH:114][cH:115][cH:116]1.[Pd:79].[Pd:80].[cH:26]1[cH:27][cH:28][c:29]([P:30]([c:31]2[cH:32][cH:33][c:34]3[c:35]([cH:36][cH:37][cH:38][cH:39]3)[c:40]2-[c:41]2[c:42]3[c:43]([cH:44][cH:45][cH:46][cH:47]3)[cH:48][cH:49][c:50]2[P:51]([c:52]2[cH:53][cH:54][cH:55][cH:56][cH:57]2)[c:58]2[cH:59][cH:60][cH:61][cH:62][cH:63]2)[c:64]2[cH:65][cH:66][cH:67][cH:68][cH:69]2)[cH:70][cH:71]1>>[c:2]1([N:17]2[CH2:16][CH2:15][N:14]([C:11]([CH3:12])=[O:13])[CH2:19][CH2:18]2)[cH:3][cH:4][c:5]([N+:8](=[O:9])[O-:10])[n:6][cH:7]1. Starting materials: CNC1C=C(c2ccccc2)c2ccccc2CC1, CCO. Yields the product CNC1CCc2ccccc2C(c2ccccc2)C1. As a reaction SMILES: [CH3:1][NH:2][CH:3]1[CH2:4][CH2:5][c:6]2[c:7]([cH:16][cH:17][cH:18][cH:19]2)[C:8]([c:10]2[cH:11][cH:12][cH:13][cH:14][cH:15]2)=[CH:9]1.[CH3:20][CH2:21][OH:22]>>[CH3:1][NH:2][CH:3]1[CH2:4][CH2:5][c:6]2[c:7]([cH:16][cH:17][cH:18][cH:19]2)[CH:8]([c:10]2[cH:11][cH:12][cH:13][cH:14][cH:15]2)[CH2:9]1. The reactants are O=C(Cl)c1c(Cl)cccc1Cl, O=Cc1ccc([N+](=O)[O-])cc1, NCC(O)c1ccc([N+](=O)[O-])cc1. Product: O=C(NCC(O)c1ccc([N+](=O)[O-])cc1)c1c(Cl)cccc1Cl. RXN SMILES: [Cl:25][c:26]1[c:27]([C:28](=[O:29])[Cl:30])[c:31]([Cl:35])[cH:32][cH:33][cH:34]1.[N+:1]([c:2]1[cH:3][cH:4][c:5]([CH:6]=[O:7])[cH:8][cH:9]1)([O-:10])=[O:11].[NH2:12][CH2:13][CH:14]([OH:15])[c:16]1[cH:17][cH:18][c:19]([N+:22](=[O:23])[O-:24])[cH:20][cH:21]1>>[NH:12]([CH2:13][CH:14]([OH:15])[c:16]1[cH:17][cH:18][c:19]([N+:22](=[O:23])[O-:24])[cH:20][cH:21]1)[C:28]([c:27]1[c:26]([Cl:25])[cH:34][cH:33][cH:32][c:31]1[Cl:35])=[O:29]. Reactants: Cc1ccccc1, CO, CC(C)(C)OC(=O)N1CCCC(CN2CCNCC2)C1, O=C=Nc1ccccc1. Product: CC(C)(C)OC(=O)N1CCCC(CN2CCN(C(=O)Nc3ccccc3)CC2)C1. RXN SMILES: [CH3:30][c:31]1[cH:32][cH:33][cH:34][cH:35][cH:36]1.[CH3:37][OH:38].[N:1]1([CH2:7][CH:8]2[CH2:9][N:10]([C:14](=[O:15])[O:16][C:17]([CH3:18])([CH3:19])[CH3:20])[CH2:11][CH2:12][CH2:13]2)[CH2:2][CH2:3][NH:4][CH2:5][CH2:6]1.[O:21]=[C:22]=[N:23][c:24]1[cH:25][cH:26][cH:27][cH:28][cH:29]1>>[N:1]1([CH2:7][CH:8]2[CH2:9][N:10]([C:14](=[O:15])[O:16][C:17]([CH3:18])([CH3:19])[CH3:20])[CH2:11][CH2:12][CH2:13]2)[CH2:2][CH2:3][N:4]([C:22](=[O:21])[NH:23][c:24]2[cH:25][cH:26][cH:27][cH:28][cH:29]2)[CH2:5][CH2:6]1. Starting materials: OC(CS(=O)(=O)CCC(C)(C)NC(OCC1=CC=CC=C1)=O)CO (benzyl 4-(2,3-dihydroxypropylsulfonyl)-2-methylbutan-2-ylcarbamate), [H][H] (hydrogen). The reagents and catalysts are [Pd] (palladium on carbon). Run in CO (methanol). Reaction conditions: time 2 hour. Product: NC(CCS(=O)(=O)CC(CO)O)(C)C (3-(3-Amino-3-methylbutylsulfonyl)propane-1,2-diol). Reaction SMILES: [OH:1][CH:2]([CH2:23][OH:24])[CH2:3][S:4]([CH2:7][CH2:8][C:9]([NH:12]C(=O)OCC1C=CC=CC=1)([CH3:11])[CH3:10])(=[O:6])=[O:5].[H][H]>CO.[Pd]>[NH2:12][C:9]([CH3:11])([CH3:10])[CH2:8][CH2:7][S:4]([CH2:3][CH:2]([OH:1])[CH2:23][OH:24])(=[O:6])=[O:5]. Reported procedure: A solution of benzyl 4-(2,3-dihydroxypropylsulfonyl)-2-methylbutan-2-ylcarbamate (2.34 g, 10.4 mmol) in methanol (50 ml) was purged with nitrogen and palladium on carbon (10%, 230 mg) was added. The suspension was put under a blanket of hydrogen (1.3 atmospheres) and stirred for 2 hours. The suspension was filtered through Celite® and concentrated in vacuo to afford the title compound which was used without further purification. LRMS (ESI/APCI) m/z 226 [M+H]+. The reactants are [H-].[Li+].[Al+3].[H-].[H-].[H-] (aluminum lithium hydride), C(#N)CC1=C(C=C(N)C=C1)F (4-cyanomethyl-3-fluoroaniline), O (water), [OH-].[Na+] (sodium hydroxide). Solvent: C(C)OCC (diethyl ether), S(O)(O)(=O)=O (sulfuric acid), C(C)OCC (diethyl ether). Reaction conditions: time 1 hour. Product: NCCC1=C(C=C(N)C=C1)F (4-(2-aminoethyl)-3-fluoroaniline). The yield is 107.1%. RXN SMILES: [H-].[Li+].[Al+3].[H-].[H-].[H-].[C:7]([CH2:9][C:10]1[CH:16]=[CH:15][C:13]([NH2:14])=[CH:12][C:11]=1[F:17])#[N:8].O.[OH-].[Na+]>C(OCC)C.S(=O)(=O)(O)O>[NH2:8][CH2:7][CH2:9][C:10]1[CH:16]=[CH:15][C:13]([NH2:14])=[CH:12][C:11]=1[F:17] |f:0.1.2.3.4.5,8.9|. Procedure: To a suspension of aluminum lithium hydride (76 mg) in diethyl ether (5 ml), conc. sulfuric acid (0.053 ml) was added under ice cooling and stirred at room temperature for 1 h. Subsequently, a solution of the compound (100 mg) obtained in Example 251 in diethyl ether (15 ml) was added dropwise at room temperature and heated under reflux for 18 h. To the reaction mixture, water (1 ml) and 2 N aqueous sodium hydroxide solution (10 ml) were added under ice cooling and the mixture was extracted with... Reactants: FC1=C(C(=O)NCC(=O)OC)C=CC=C1F (methyl [(2,3-difluorobenzoyl)amino]acetate), [OH-].[Li+] (lithium hydroxide), Cl (HCl). The solvent is CO (methanol), O (water), O (water). Run at time 8 hour. Product: FC1=C(C(=O)NCC(=O)O)C=CC=C1F ([(2,3-difluorobenzoyl)amino]acetic acid). RXN SMILES: [F:1][C:2]1[C:15]([F:16])=[CH:14][CH:13]=[CH:12][C:3]=1[C:4]([NH:6][CH2:7][C:8]([O:10]C)=[O:9])=[O:5].[OH-].[Li+].Cl>CO.O>[F:1][C:2]1[C:15]([F:16])=[CH:14][CH:13]=[CH:12][C:3]=1[C:4]([NH:6][CH2:7][C:8]([OH:10])=[O:9])=[O:5] |f:1.2|. Procedure details: To a solution of methyl [(2,3-difluorobenzoyl)amino]acetate (0.250 g, 1.1 mmol) in methanol (7 mL) were added lithium hydroxide (0.053 g, 2.2 mmol) and water (3 mL). The reaction mixture was allowed to stir overnight. The mixture was diluted with water (20 mL) and acidified with 1N HCl (5 mL). The product was partitioned into DCM/methanol (4:1). The organic layer was dried over sodium sulfate and the solvent removed to give [(2,3-difluorobenzoyl)amino]acetic acid which was used in the next step ... Reactants: CSC=1OC=2C(N1)=C(C=CC2)C(=O)O (2-(methylthio)benzoxazole-4-carboxylic acid), Cl.Cl.N[C@@H]1CN2CCC1CC2 ((S)-(−)-3-aminoquinuclidine dihydrochloride). Yields the product N12CCC(CC1)[C@@H](C2)NC(=O)C=2C=CC=C1C2N=C(O1)SC ((S)—N-(quinuclidine-8-yl)-2-(methylthio)benzoxazole-4-carboxamide). As a reaction SMILES: [CH3:1][S:2][C:3]1[O:4][C:5]2[C:6](=[C:8]([C:12]([OH:14])=O)[CH:9]=[CH:10][CH:11]=2)[N:7]=1.Cl.Cl.[NH2:17][C@H:18]1[CH:23]2[CH2:24][CH2:25][N:20]([CH2:21][CH2:22]2)[CH2:19]1>>[N:20]12[CH2:19][C@@H:18]([NH:17][C:12]([C:8]3[CH:9]=[CH:10][CH:11]=[C:5]4[O:4][C:3]([S:2][CH3:1])=[N:7][C:6]=34)=[O:14])[CH:23]([CH2:24][CH2:25]1)[CH2:22][CH2:21]2 |f:1.2.3|. Reported procedure: Following general procedure GP-C1, a mixture of 2-(methylthio)benzoxazole-4-carboxylic acid and (S)-(−)-3-aminoquinuclidine dihydrochloride were coupled to provide (S)—N-(quinuclidine-8-yl)-2-(methylthio)benzoxazole-4-carboxamide, which was converted to the hydrochloride salt following general procedure GP-D1. 1H NMR and MS consistent. The reactants are Na2CO3(H2O)10, ClCCl.C(C)(=O)OCC (dichloromethane ethyl acetate), BrC1=CC=CC(=N1)C=O (6-bromopyridine-2-carbaldehyde), CC1=C(NCC2=C(C3=CC=CC=C3C=C2)B2OC(C(O2)(C)C)(C)C)C=CC=C1 (2-methyl-N-{ [1-(4,4,5,5-tetramethyl-1,3,2-dioxaborolan-2-yl)-2-naphthyl]methyl}aniline). The reagents and catalysts are C=1C=CC(=CC1)[P](C=2C=CC=CC2)(C=3C=CC=CC3)[Pd]([P](C=4C=CC=CC4)(C=5C=CC=CC5)C=6C=CC=CC6)([P](C=7C=CC=CC7)(C=8C=CC=CC8)C=9C=CC=CC9)[P](C=1C=CC=CC1)(C=1C=CC=CC1)C=1C=CC=CC1 (Pd(PPh3)4). The solvent is CO (methanol), O (water), C1(=CC=CC=C1)C (toluene). The product is CC1=C(C=CC=C1)NCC1=C(C2=CC=CC=C2C=C1)C1=CC=CC(=N1)C=O (6-(2-{[(2-Methylphenyl)amino]methyl}-1-naphthyl)pyridine-2-carbaldehyde). As a reaction SMILES: Br[C:2]1[N:7]=[C:6]([CH:8]=[O:9])[CH:5]=[CH:4][CH:3]=1.[CH3:10][C:11]1[CH:37]=[CH:36][CH:35]=[CH:34][C:12]=1[NH:13][CH2:14][C:15]1[CH:24]=[CH:23][C:22]2[C:17](=[CH:18][CH:19]=[CH:20][CH:21]=2)[C:16]=1B1OC(C)(C)C(C)(C)O1.ClCCl.C(OCC)(=O)C>CO.O.C1(C)C=CC=CC=1.C1C=CC([P]([Pd]([P](C2C=CC=CC=2)(C2C=CC=CC=2)C2C=CC=CC=2)([P](C2C=CC=CC=2)(C2C=CC=CC=2)C2C=CC=CC=2)[P](C2C=CC=CC=2)(C2C=CC=CC=2)C2C=CC=CC=2)(C2C=CC=CC=2)C2C=CC=CC=2)=CC=1>[CH3:10][C:11]1[CH:37]=[CH:36][CH:35]=[CH:34][C:12]=1[NH:13][CH2:14][C:15]1[CH:24]=[CH:23][C:22]2[C:17](=[CH:18][CH:19]=[CH:20][CH:21]=2)[C:16]=1[C:2]1[N:7]=[C:6]([CH:8]=[O:9])[CH:5]=[CH:4][CH:3]=1 |f:2.3,^1:60,62,81,100|. Procedure details: A solution of 28.4 g (99.0 mmol) of Na2CO3(H2O)10 in a mixture of 150 ml of methanol and 580 ml of water was added to a mixture of 7.38 g (39.7 mmol) of 6-bromopyridine-2-carbaldehyde, 14.8 g (39.7 mmol) of 2-methyl-N-{ [1-(4,4,5,5-tetramethyl-1,3,2-dioxaborolan-2-yl)-2-naphthyl]methyl}aniline and 2.29 g (2.00 mmol) of Pd(PPh3)4 in 720 ml of toluene by vigorous stirring at room temperature. The resulting mixture was stirred at 80° C. for 12 h. Further on, this mixture was cooled to room temperat...